Dataset: the Open Reaction Database (ORD), a public repository of structured organic reaction records. Task: describe an organic reaction: reactants, conditions, products, and yield Starting materials: BrCc1ccccc1, O=C1C=CCCC1, I[Cu]I, [Mg]. Yields the product O=C1C=C(Cc2ccccc2)CCC1. As a reaction SMILES: [Br:2][CH2:3][c:4]1[cH:5][cH:6][cH:7][cH:8][cH:9]1.[C:10]1(=[O:16])[CH:11]=[CH:12][CH2:13][CH2:14][CH2:15]1.[Cu:17]([I:18])[I:19].[Mg:1]>>[CH2:3]([c:4]1[cH:5][cH:6][cH:7][cH:8][cH:9]1)[C:12]1=[CH:11][C:10](=[O:16])[CH2:15][CH2:14][CH2:13]1. Starting materials: ClC=1N=C(C2=C(N1)C(=C(S2)C=2C=C(C=CC2)C(=O)N2CCC(CC2)O)C)N2CCOCC2 (3-(2-chloro-7-methyl-4-morpholinothieno[3,2-d]pyrimidin-6-yl)phenyl(4-hydroxypiperadin-1-yl)methanone), N1C=CC2=CC(=CN=C12)B1OC(C)(C)C(C)(C)O1 (7-azaindole-5-boronic acid pinacol ester). Yields the product OC1CCN(CC1)C(=O)C1=CC(=CC=C1)C1=C(C=2N=C(N=C(C2S1)N1CCOCC1)C=1C=C2C(=NC1)NC=C2)C ((4-hydroxypiperidin-1-yl)(3-(7-methyl-4-morpholino-2-(1H-pyrrolo[2,3-b]pyridin-5-yl)thieno[3,2-d]pyrimidin-6-yl)phenyl)methanone). Reaction SMILES: Cl[C:2]1[N:3]=[C:4]([N:27]2[CH2:32][CH2:31][O:30][CH2:29][CH2:28]2)[C:5]2[S:10][C:9]([C:11]3[CH:12]=[C:13]([C:17]([N:19]4[CH2:24][CH2:23][CH:22]([OH:25])[CH2:21][CH2:20]4)=[O:18])[CH:14]=[CH:15][CH:16]=3)=[C:8]([CH3:26])[C:6]=2[N:7]=1.[NH:33]1[C:41]2[C:36](=[CH:37][C:38](B3OC(C)(C)C(C)(C)O3)=[CH:39][N:40]=2)[CH:35]=[CH:34]1>>[OH:25][CH:22]1[CH2:23][CH2:24][N:19]([C:17]([C:13]2[CH:14]=[CH:15][CH:16]=[C:11]([C:9]3[S:10][C:5]4[C:4]([N:27]5[CH2:32][CH2:31][O:30][CH2:29][CH2:28]5)=[N:3][C:2]([C:38]5[CH:37]=[C:36]6[CH:35]=[CH:34][NH:33][C:41]6=[N:40][CH:39]=5)=[N:7][C:6]=4[C:8]=3[CH3:26])[CH:12]=2)=[O:18])[CH2:20][CH2:21]1. Procedure: 3-(2-Chloro-7-methyl-4-morpholinothieno[3,2-d]pyrimidin-6-yl)benzoic acid (60 mg) was reacted with 4-hydroxypiperidine via General Procedure B to yield 3-(2-chloro-7-methyl-4-morpholinothieno[3,2-d]pyrimidin-6-yl)phenyl(4-hydroxypiperadin-1-yl)methanone. Crude 3-(2-chloro-7-methyl-4-morpholinothieno[3,2-d]pyrimidin-6-yl)phenyl(4-hydroxypiperadin-1-yl)methanone (72 mg) was coupled to 7-azaindole-5-boronic acid pinacol ester via General Procedure A. The product was purified by reverse phase HPLC t... Starting materials: O (water), [H-].[Na+] (sodium hydride), Cl[Si](C(C)C)(C(C)C)C(C)C (chlorotriisopropylsilane), IC=1C2=C(N=CN1)NC=C2 (4-Iodo-7H-pyrrolo[2,3-d]pyrimidine). The solvent is O1CCCC1 (tetrahydrofuran). Conditions: time 45 minute. Yields the product IC=1C2=C(N=CN1)N(C=C2)[Si](C(C)C)(C(C)C)C(C)C (4-Iodo-7-(triisopropylsilyl)-7H-pyrrolo[2,3-d]pyrimidine). Isolated yield 74.6%. As a reaction SMILES: [I:1][C:2]1[C:3]2[CH:10]=[CH:9][NH:8][C:4]=2[N:5]=[CH:6][N:7]=1.[H-].[Na+].Cl[Si:14]([CH:21]([CH3:23])[CH3:22])([CH:18]([CH3:20])[CH3:19])[CH:15]([CH3:17])[CH3:16].O>O1CCCC1>[I:1][C:2]1[C:3]2[CH:10]=[CH:9][N:8]([Si:14]([CH:21]([CH3:23])[CH3:22])([CH:18]([CH3:20])[CH3:19])[CH:15]([CH3:17])[CH3:16])[C:4]=2[N:5]=[CH:6][N:7]=1 |f:1.2|. Reported procedure: 4-Iodo-7H-pyrrolo[2,3-d]pyrimidine (352 mg, 1.44 mmol) in tetrahydrofuran (15 mL) cooled to 0° C. was mixed with sodium hydride (55 wt % dispersion in mineral oil, 75.5 mg, 1.73 mmol) and chlorotriisopropylsilane (0.37 mL, 1.7 mmol) and stirred at room temperature for 45 minutes. After addition of water, the reaction mixture was extracted with ethyl acetate, and the organic layer was dried over anhydrous sodium sulfate and concentrated under reduced pressure. The residue was purified by silica g... Reactants: ClC=1C(=NC=CC1)C(=O)O (3-chloro-2-pyridinecarboxylic acid), NC1=NN=NN1 (5-aminotetrazole). Run in S(=O)(Cl)Cl (thionyl chloride). Product: N1N=NN=C1NC(=O)C1=NC=CC=C1Cl (N-(5-tetrazolyl)-3-chloro-2-pyridinecarboxamide). Isolated yield 39.3%. As a reaction SMILES: [Cl:1][C:2]1[C:3]([C:8]([OH:10])=O)=[N:4][CH:5]=[CH:6][CH:7]=1.[NH2:11][C:12]1[NH:16][N:15]=[N:14][N:13]=1>S(Cl)(Cl)=O>[NH:13]1[C:12]([NH:11][C:8]([C:3]2[C:2]([Cl:1])=[CH:7][CH:6]=[CH:5][N:4]=2)=[O:10])=[N:16][N:15]=[N:14]1. Procedure details: 0.53 g of 3-chloro-2-pyridinecarboxylic acid, 10 ml of thionyl chloride and 0.27 g of 5-aminotetrazole are treated in the same manner as described in Example 1. The crude product thus obtained is recrystallized from a mixture of dimethylformamide and ethanol, whereby 0.28 g of N-(5-tetrazolyl)-3-chloro-2-pyridinecarboxamide is obtained. The reactants are C(C)OC(=O)CN1CCN(CCN(CCNCC1)CC(=O)OCC)CC(=O)OCC (N,N',N"-tris-(ethoxycarbonylmethyl)-1,4,7,10-tetraazacyclododecane), C1(=CC=CC=C1)CCN(S(=O)(=O)C)CC1OC1 (N-(2-phenylethyl)-N-[(2-oxiranyl)-methyl]-methanesulfonic acid amide). Run in C(C)O (ethanol). The product is C1(=CC=CC=C1)CCN(CC(CN1CCN(CCN(CCN(CC1)CC(=O)OCC)CC(=O)OCC)CC(=O)OCC)O)S(=O)(=O)C (1-[3-(N-2-Phenylethyl-mesylamino)-2-hydroxypropyl]-4,7,10-tris-(ethoxycarbonylmethyl)-1,4,7,10-tetraazacyclododecane). RXN SMILES: [CH2:1]([O:3][C:4]([CH2:6][N:7]1[CH2:18][CH2:17][NH:16][CH2:15][CH2:14][N:13]([CH2:19][C:20]([O:22][CH2:23][CH3:24])=[O:21])[CH2:12][CH2:11][N:10]([CH2:25][C:26]([O:28][CH2:29][CH3:30])=[O:27])[CH2:9][CH2:8]1)=[O:5])[CH3:2].[C:31]1([CH2:37][CH2:38][N:39]([CH2:44][CH:45]2[CH2:47][O:46]2)[S:40]([CH3:43])(=[O:42])=[O:41])[CH:36]=[CH:35][CH:34]=[CH:33][CH:32]=1>C(O)C>[C:31]1([CH2:37][CH2:38][N:39]([S:40]([CH3:43])(=[O:42])=[O:41])[CH2:44][CH:45]([OH:46])[CH2:47][N:16]2[CH2:15][CH2:14][N:13]([CH2:19][C:20]([O:22][CH2:23][CH3:24])=[O:21])[CH2:12][CH2:11][N:10]([CH2:25][C:26]([O:28][CH2:29][CH3:30])=[O:27])[CH2:9][CH2:8][N:7]([CH2:6][C:4]([O:3][CH2:1][CH3:2])=[O:5])[CH2:18][CH2:17]2)[CH:36]=[CH:35][CH:34]=[CH:33][CH:32]=1. Procedure: 200 ml of absolute ethanol is poured over 8.61 g (20 mmol) of N,N',N"-tris-(ethoxycarbonylmethyl)-1,4,7,10-tetraazacyclododecane (produced according to DE 36 25 417 A1) in a bomb tube. After 5.11 g (20 mmol) of N-(2-phenylethyl)-N-[(2-oxiranyl)-methyl]-methanesulfonic acid amide is added (Example 2f), the bomb tube is closed, flushed with nitrogen, and the resulting reaction mixture is heated for 16 hours to 90° C. After the reaction (TLC control) is completed, the solvent is evaporated in a vac... Starting materials: [N-]=[N+]=NCC1CN(Cc2ccccc2)CCN1Cc1ccccc1, O, c1ccc(P(c2ccccc2)c2ccccc2)cc1. Product: NCC1CN(Cc2ccccc2)CCN1Cc1ccccc1. As a reaction SMILES: [N:1](=[N+:2]=[N-:3])[CH2:4][CH:5]1[N:6]([CH2:18][c:19]2[cH:20][cH:21][cH:22][cH:23][cH:24]2)[CH2:7][CH2:8][N:9]([CH2:11][c:12]2[cH:13][cH:14][cH:15][cH:16][cH:17]2)[CH2:10]1.[OH2:44].[c:25]1([P:26]([c:27]2[cH:28][cH:29][cH:30][cH:31][cH:32]2)[c:33]2[cH:34][cH:35][cH:36][cH:37][cH:38]2)[cH:39][cH:40][cH:41][cH:42][cH:43]1>>[NH2:1][CH2:4][CH:5]1[N:6]([CH2:18][c:19]2[cH:20][cH:21][cH:22][cH:23][cH:24]2)[CH2:7][CH2:8][N:9]([CH2:11][c:12]2[cH:13][cH:14][cH:15][cH:16][cH:17]2)[CH2:10]1. RXN SMILES: [Br:1][c:2]1[cH:3][c:4]([C:5](=[O:6])[O:7][CH2:8][CH3:9])[cH:10][cH:11][n:12]1.[CH2:13]([c:14]1[cH:15][cH:16][cH:17][cH:18][cH:19]1)[O:20][CH2:21][CH2:22][OH:23].[CH2:31]1[O:32][CH2:33][CH2:34][CH2:35]1.[CH3:24][C:25]([CH3:26])([O-:27])[CH3:28].[K+:29].[OH2:30]>>[c:2]1([O:23][CH2:22][CH2:21][O:20][CH2:13][c:14]2[cH:15][cH:16][cH:17][cH:18][cH:19]2)[cH:3][c:4]([C:5](=[O:6])[O:7][CH2:8][CH3:9])[cH:10][cH:11][n:12]1. Reactants: CCOC(=O)c1ccnc(Br)c1, OCCOCc1ccccc1, C1CCOC1, CC(C)(C)[O-], [K+], O. The product is CCOC(=O)c1ccnc(OCCOCc2ccccc2)c1. The reactants are O=[N+]([O-])c1cc(CBr)ccc1Br, COc1ccccc1COCCCOc1ccc(C2CCN(C(=O)OC(C)(C)C)CC2O)cc1. Yields the product COc1ccccc1COCCCOc1ccc(C2CCN(C(=O)OC(C)(C)C)CC2OCc2ccc(Br)c([N+](=O)[O-])c2)cc1. RXN SMILES: [Br:35][c:36]1[c:37]([N+:44](=[O:45])[O-:46])[cH:38][c:39]([CH2:42][Br:43])[cH:40][cH:41]1.[OH:1][CH:2]1[CH2:3][N:4]([C:28](=[O:29])[O:30][C:31]([CH3:32])([CH3:33])[CH3:34])[CH2:5][CH2:6][CH:7]1[c:8]1[cH:9][cH:10][c:11]([O:14][CH2:15][CH2:16][CH2:17][O:18][CH2:19][c:20]2[c:21]([O:26][CH3:27])[cH:22][cH:23][cH:24][cH:25]2)[cH:12][cH:13]1>>[O:1]([CH:2]1[CH2:3][N:4]([C:28](=[O:29])[O:30][C:31]([CH3:32])([CH3:33])[CH3:34])[CH2:5][CH2:6][CH:7]1[c:8]1[cH:9][cH:10][c:11]([O:14][CH2:15][CH2:16][CH2:17][O:18][CH2:19][c:20]2[c:21]([O:26][CH3:27])[cH:22][cH:23][cH:24][cH:25]2)[cH:12][cH:13]1)[CH2:42][c:39]1[cH:38][c:37]([N+:44](=[O:45])[O-:46])[c:36]([Br:35])[cH:41][cH:40]1. Reactants: N1C=CC2=CC=C(C=C12)C#N (1H-indole-6-carbonitrile), C1CC(=O)N(C1=O)Br (NBS), resultant mixture. The solvent is C(Cl)Cl (DCM). The product is BrC1=CNC2=CC(=CC=C12)C#N (3-bromo-1H-indole-6-carbonitrile). The yield is 100.5%. Reaction SMILES: [NH:1]1[C:9]2[C:4](=[CH:5][CH:6]=[C:7]([C:10]#[N:11])[CH:8]=2)[CH:3]=[CH:2]1.C1C(=O)N([Br:19])C(=O)C1>C(Cl)Cl>[Br:19][C:3]1[C:4]2[C:9](=[CH:8][C:7]([C:10]#[N:11])=[CH:6][CH:5]=2)[NH:1][CH:2]=1. Procedure: To a solution of 1H-indole-6-carbonitrile (1.6 g, 11.25 mmol) in DCM (60 mL) was added NBS (2.0 g, 11.25 mmol) in portions over a period of 5 minutes. The resultant mixture was stirred for 1 h. The reaction mixture was quenched with saturated sodium thiosulfate solution (25 mL) and further diluted with DCM (60 mL). The organic layer was washed with water (2×25 mL) followed by brine solution and dried over anhydrous sodium sulfate, filtered and concentrated to afford 2.50 g (99%) of the title com... The reactants are O=C([O-])[O-], CCO, NC1CC1, CCOC(=O)CNC(=O)c1cc(Cl)ccc1OC(C)(C)c1nnc(-c2ccccc2C(F)(F)F)n1C, Cl, [K+], [K+], [Na+], [OH-], O. Product: Cn1c(-c2ccccc2C(F)(F)F)nnc1C(C)(C)Oc1ccc(Cl)cc1C(=O)NCC(=O)NC1CC1. RXN SMILES: [C:41](=[O:42])([O-:43])[O-:44].[CH3:50][CH2:51][OH:52].[CH:37]1([NH2:40])[CH2:38][CH2:39]1.[Cl:1][c:2]1[cH:3][cH:4][c:5]([O:17][C:18]([CH3:19])([c:20]2[n:21][n:22][c:23](-[c:26]3[c:27]([C:32]([F:33])([F:34])[F:35])[cH:28][cH:29][cH:30][cH:31]3)[n:24]2[CH3:25])[CH3:36])[c:6]([C:7](=[O:8])[NH:9][CH2:10][C:11]([O:13][CH2:12][CH3:14])=[O:15])[cH:16]1.[ClH:49].[K+:45].[K+:46].[Na+:48].[OH-:47].[OH2:53]>>[Cl:1][c:2]1[cH:3][cH:4][c:5]([O:17][C:18]([CH3:19])([c:20]2[n:21][n:22][c:23](-[c:26]3[c:27]([C:32]([F:33])([F:34])[F:35])[cH:28][cH:29][cH:30][cH:31]3)[n:24]2[CH3:25])[CH3:36])[c:6]([C:7](=[O:8])[NH:9][CH2:10][C:11](=[O:13])[NH:40][CH:37]2[CH2:38][CH2:39]2)[cH:16]1.